The task is: describe an organic reaction: reactants, conditions, products, and yield. This data is from the Open Reaction Database (ORD), a public repository of structured organic reaction records. Starting materials: C1(CC1)C1=C(C(=CC=C1)C1CC1)C=C(Br)Br (1,3-dicyclopropyl-2-(2,2-dibromo-vinyl)-benzene), C(CN)N (ethylenediamine). The product is C1(CC1)C1=C(CC=2NCCN2)C(=CC=C1)C1CC1 (2-(2,6-Dicyclopropyl-benzyl)-4,5-dihydro-1H-imidazole). As a reaction SMILES: [CH:1]1([C:4]2[CH:9]=[CH:8][CH:7]=[C:6]([CH:10]3[CH2:12][CH2:11]3)[C:5]=2[CH:13]=[C:14](Br)Br)[CH2:3][CH2:2]1.[CH2:17]([NH2:20])[CH2:18][NH2:19]>>[CH:1]1([C:4]2[CH:9]=[CH:8][CH:7]=[C:6]([CH:10]3[CH2:12][CH2:11]3)[C:5]=2[CH2:13][C:14]2[NH:19][CH2:18][CH2:17][N:20]=2)[CH2:3][CH2:2]1. Procedure: 2-(2,6-Dicyclopropyl-benzyl)-4,5-dihydro-1H-imidazole was prepared from 1,3-dicyclopropyl-2-(2,2-dibromo-vinyl)-benzene and ethylenediamine in analogy to Example 1e): light yellow crystals; MS (ISP): 241.4 ([M+H]+, 100%). Starting materials: C#CCc1c(F)c(F)c(CO)c(F)c1F, CC#N, [Cl-], Cl[Cu]Cl, Cl, [Li+]. Yields the product OCc1c(F)c(F)c(CC(Cl)=CCl)c(F)c1F. As a reaction SMILES: [CH2:1]([C:2]#[CH:3])[c:4]1[c:5]([F:15])[c:6]([F:14])[c:7]([CH2:8][OH:9])[c:10]([F:13])[c:11]1[F:12].[CH3:22][C:23]#[N:24].[Cl-:17].[Cl:19][Cu:20][Cl:21].[ClH:18].[Li+:16]>>[CH2:1]([C:2](=[CH:3][Cl:18])[Cl:17])[c:4]1[c:5]([F:15])[c:6]([F:14])[c:7]([CH2:8][OH:9])[c:10]([F:13])[c:11]1[F:12]. The reactants are ClCCNCCCl, Clc1ccccc1, Cl, Cl, Nc1cccc2c1OCCO2. Reaction SMILES: [Cl:14][CH2:15][CH2:16][NH:17][CH2:18][CH2:19][Cl:20].[Cl:21][c:22]1[cH:23][cH:24][cH:25][cH:26][cH:27]1.[ClH:12].[ClH:13].[O:1]1[CH2:2][CH2:3][O:4][c:5]2[c:6]1[cH:7][cH:8][cH:9][c:10]2[NH2:11]>>[O:1]1[CH2:2][CH2:3][O:4][c:5]2[c:6]1[cH:7][cH:8][cH:9][c:10]2[N:11]1[CH2:15][CH2:16][NH:17][CH2:18][CH2:19]1. Product: c1cc2c(c(N3CCNCC3)c1)OCCO2. Reactants: CSCC1=CC(=C(C(=O)OC)C=C1)O (methyl 4-(methylthiomethyl)-2-hydroxybenzoate), C(C)(C)(C)OC(=O)NCCCO (3-(t-butoxy-carbonylamino)propanol). The product is CSCC1=CC(=C(C(=O)OC)C=C1)OCCCNC(=O)OC(C)(C)C (Methyl 4-(Methylthiomethyl)-2-[3-(t-butoxycarbonyl-amino)propoxy]benzoate). The yield is 76.0%. RXN SMILES: [CH3:1][S:2][CH2:3][C:4]1[CH:13]=[CH:12][C:7]([C:8]([O:10][CH3:11])=[O:9])=[C:6]([OH:14])[CH:5]=1.[C:15]([O:19][C:20]([NH:22][CH2:23][CH2:24][CH2:25]O)=[O:21])([CH3:18])([CH3:17])[CH3:16]>>[CH3:1][S:2][CH2:3][C:4]1[CH:13]=[CH:12][C:7]([C:8]([O:10][CH3:11])=[O:9])=[C:6]([O:14][CH2:25][CH2:24][CH2:23][NH:22][C:20]([O:19][C:15]([CH3:16])([CH3:18])[CH3:17])=[O:21])[CH:5]=1. Procedure details: Using a procedure analogous to Example 1-D, methyl 4-(methylthiomethyl)-2-hydroxybenzoate and 3-(t-butoxy-carbonylamino)propanol gave the title compound as a white solid (2.70 g, 76%). Reactants: IC=1C=C2/C(/C(NC(C2=CC1)=O)=O)=C/NC1=CC=C(C=C1)N1CCNCC1 ((4Z)-6-Iodo-4-{[(4-piperazin-1-ylphenyl)amino]methylene}isoquinoline-1,3(2H,4H)-dione), C(C)(=O)O[BH-](OC(C)=O)OC(C)=O.[Na+] (sodium triacetoxyborohydride), C1(CC1)C=O (cyclopropanecarbaldehyde), C(C)(=O)O (acetic acid), C([O-])(O)=O.[Na+] (sodium bicarbonate). Solvent: CN1C(CCC1)=O (N-methylpyrrolidinone), C(Cl)Cl (methylene chloride), C(Cl)Cl (methylene chloride). Reaction conditions: time 40 minute. Yields the product C1(CC1)CN1CCN(CC1)C1=CC=C(C=C1)N\C=C\1/C(NC(C2=CC=C(C=C12)I)=O)=O ((4Z)-4-[({4-[4-(Cyclopropylmethyl)piperazin-1-yl]phenyl}amino)methylene]-6-iodoisoquinoline-1,3(2H,4H)-dione). Yield: 83.3%. Reaction SMILES: [I:1][C:2]1[CH:3]=[C:4]2[C:9](=[CH:10][CH:11]=1)[C:8](=[O:12])[NH:7][C:6](=[O:13])/[C:5]/2=[CH:14]\[NH:15][C:16]1[CH:21]=[CH:20][C:19]([N:22]2[CH2:27][CH2:26][NH:25][CH2:24][CH2:23]2)=[CH:18][CH:17]=1.C(O[BH-](OC(=O)C)OC(=O)C)(=O)C.[Na+].[CH:42]1([CH:45]=O)[CH2:44][CH2:43]1.C(O)(=O)C.C(=O)(O)[O-].[Na+]>CN1CCCC1=O.C(Cl)Cl>[CH:42]1([CH2:45][N:25]2[CH2:24][CH2:23][N:22]([C:19]3[CH:18]=[CH:17][C:16]([NH:15]/[CH:14]=[C:5]4\[C:6](=[O:13])[NH:7][C:8](=[O:12])[C:9]5[C:4]\4=[CH:3][C:2]([I:1])=[CH:11][CH:10]=5)=[CH:21][CH:20]=3)[CH2:27][CH2:26]2)[CH2:44][CH2:43]1 |f:1.2,5.6|. Procedure details: (4Z)-6-Iodo-4-{[(4-piperazin-1-ylphenyl)amino]methylene}isoquinoline-1,3(2H,4H)-dione (47.4 mg, 0.1 mmol) is dissolved in N-methylpyrrolidinone (1 mL) and methylene chloride (0.3 mL), followed by addition of sodium triacetoxyborohydride (244 mg, 1.15 mmol), cyclopropanecarbaldehyde (0.195 mL, 2.58 mmol) and acetic acid (0.15 mL, 2.6 mmol). After stirring at room temperature for 40 min, methylene chloride and saturated sodium bicarbonate solution were added. The organic layer is separated and dri... The reactants are C(CCC(=O)O)(=O)O (succinic acid), C1(CCCCCCC1)CN1C=NC=C1 (1-cyclooctylmethylimidazole). Solvent: C(C)O (ethanol), C(C)O (ethanol). Product: C(CCC(=O)O)(=O)O.C1(CCCCCCC1)CN1C=NC=C1 (1-cyclooctylmethylimidazole hydrogen succinate). Isolated yield 44.7%. Reaction SMILES: [C:1]([OH:8])(=[O:7])[CH2:2][CH2:3][C:4]([OH:6])=[O:5].[CH:9]1([CH2:17][N:18]2[CH:22]=[CH:21][N:20]=[CH:19]2)[CH2:16][CH2:15][CH2:14][CH2:13][CH2:12][CH2:11][CH2:10]1>C(O)C>[C:1]([OH:8])(=[O:7])[CH2:2][CH2:3][C:4]([OH:6])=[O:5].[CH:9]1([CH2:17][N:18]2[CH:22]=[CH:21][N:20]=[CH:19]2)[CH2:16][CH2:15][CH2:14][CH2:13][CH2:12][CH2:11][CH2:10]1 |f:3.4|. Procedure details: A solution of succinic acid (0.23 g) in ethanol (~5 ml) was added to a solution of 1-cyclooctylmethylimidazole (0.38 g) in ethanol (5 ml). Evaporation of the solution afforded a white solid. Recrystallisation of the solid from ethyl acetate afforded 1-cyclooctylmethylimidazole hydrogen succinate (0.27 g) as colourless plates, m.p. 86° to 87° C. Starting materials: CN(C(C1=CC=CC=C1)=O)OC(C1=CC=CC=C1)=O (N-methyl-N-benzoyloxybenzamide), [OH-].[Na+] (sodium hydroxide), Cl (hydrochloric acid). Solvent: O (water). Product: ON(C(C1=CC=CC=C1)=O)C (N-hydroxy-N-methylbenzamide). RXN SMILES: [CH3:1][N:2]([O:11]C(=O)C1C=CC=CC=1)[C:3](=[O:10])[C:4]1[CH:9]=[CH:8][CH:7]=[CH:6][CH:5]=1.[OH-].[Na+].Cl>O>[OH:11][N:2]([CH3:1])[C:3](=[O:10])[C:4]1[CH:9]=[CH:8][CH:7]=[CH:6][CH:5]=1 |f:1.2|. Procedure: To a flask equipped with a stirrer and a heating mantle were added N-methyl-N-benzoyloxybenzamide (29.2 g, 0.119 mol) from above, 100 mL of water, and 10 g of sodium hydroxide. The mixture was stirred well and heated to 70°. A clear solution was obtained in 30 min. After a total of 45 min the solution was cooled and concentrated hydrochloric acid was added to bring the solution to pH 7. The mixture was extracted with methylene chloride, and the organic layer was dried, first with magnesium sulfa... Reactants: Cl (HCl), C(C)(C)(C)OC(NCCCC[C@@H](C(NC1=CC(=C(C(=C1)C(C)C)OS(NC(CC1=C(C=C(C=C1C(C)C)C(C)C)C(C)C)=O)(=O)=O)C(C)C)=O)NC(=O)OC(C)(C)C)=O ((S)-[5-tert-butoxycarbonylamino-5-(3,5-diisopropyl-4-{[(2,4,6-triisopropyl-phenyl)-acetyl]sulfamoyloxy}-phenylcarbamoyl)-pentyl]-carbamic acid tert-butyl ester). The solvent is CO (methanol). The product is Cl.Cl.N[C@H](C(=O)NC1=CC(=C(C(=C1)C(C)C)OS(NC(CC1=C(C=C(C=C1C(C)C)C(C)C)C(C)C)=O)(=O)=O)C(C)C)CCCCN ((S)-[(2,4,6-Triisopropyl-phenyl)-acetyl]-sulfamic acid 4-(2,6-diamino-hexanoylamino)-2,6-diisopropyl-phenyl ester dihydrochloride). Yield: 96.0%. Reaction SMILES: [ClH:1].C(OC(=O)[NH:8][CH2:9][CH2:10][CH2:11][CH2:12][C@H:13]([NH:52]C(OC(C)(C)C)=O)[C:14](=[O:51])[NH:15][C:16]1[CH:21]=[C:20]([CH:22]([CH3:24])[CH3:23])[C:19]([O:25][S:26](=[O:47])(=[O:46])[NH:27][C:28](=[O:45])[CH2:29][C:30]2[C:35]([CH:36]([CH3:38])[CH3:37])=[CH:34][C:33]([CH:39]([CH3:41])[CH3:40])=[CH:32][C:31]=2[CH:42]([CH3:44])[CH3:43])=[C:18]([CH:48]([CH3:50])[CH3:49])[CH:17]=1)(C)(C)C>CO>[ClH:1].[ClH:1].[NH2:52][C@@H:13]([CH2:12][CH2:11][CH2:10][CH2:9][NH2:8])[C:14]([NH:15][C:16]1[CH:21]=[C:20]([CH:22]([CH3:24])[CH3:23])[C:19]([O:25][S:26](=[O:46])(=[O:47])[NH:27][C:28](=[O:45])[CH2:29][C:30]2[C:31]([CH:42]([CH3:43])[CH3:44])=[CH:32][C:33]([CH:39]([CH3:40])[CH3:41])=[CH:34][C:35]=2[CH:36]([CH3:37])[CH3:38])=[C:18]([CH:48]([CH3:50])[CH3:49])[CH:17]=1)=[O:51] |f:3.4.5|. Procedure: HCl (g) was bubbled through a solution of (S)-[5-tert-butoxycarbonylamino-5-(3,5-diisopropyl-4-{[(2,4,6-triisopropyl-phenyl)-acetyl]sulfamoyloxy}-phenylcarbamoyl)-pentyl]-carbamic acid tert-butyl ester (1.08 g, 1.3 mmol) in 150 mL methanol for 30 minutes. The reaction was concentrated, and the resulting foam was triturated with 5% dichloromethane/hexanes to give 0.88 g (96%) of the title compound as a tan solid; mp 172-179° C.